This data is from the Open Reaction Database (ORD), a public repository of structured organic reaction records. The task is: describe an organic reaction: reactants, conditions, products, and yield Reactants: N1=C(C=CC=C1C)C (2,6-lutidine), C(C1=CC=CC=C1)(=O)C=1C=NC2=C(C=CC=C2C1C=1C=C(C=CC1)NCC1=CC=C(C=C1)CC(=O)[O-])C(F)(F)F ({4-[({3-[3-benzoyl-8-(trifluoromethyl)quinolin-4-yl]phenyl}amino)methyl]phenyl}acetate), C1(=CC=CC=C1)B(O)O (Phenylboronic acid), C(CCCCCCCCCCCCC)(=O)O (myristic acid). The reagents and catalysts are CC(=O)[O-].CC(=O)[O-].[Cu+2] (Cu(OAc)2). The solvent is C1(=CC=CC=C1)C (toluene), C(C)(=O)OCC (ethyl acetate). Reaction conditions: time 24 hour. Yields the product N(C1=CC=CC=C1)C=1C=C(C=CC1)C1=C(C=NC2=C(C=CC=C12)C(F)(F)F)C(=O)C1=CC=CC=C1 ([4-(3-ANILINOPHENYL)-8-(TRIFLUOROMETHYL)QUINOLIN-3-YL] (PHENYL)METHANONE). Isolated yield 118.6%. RXN SMILES: [C:1]1(B(O)O)[CH:6]=[CH:5][CH:4]=[CH:3][CH:2]=1.C(O)(=O)CCCCCCCCCCCCC.N1C(C)=CC=CC=1C.[C:34]([C:42]1[CH:43]=[N:44][C:45]2[C:50]([C:51]=1[C:52]1[CH:53]=[C:54]([NH:58]CC3C=CC(CC([O-])=O)=CC=3)[CH:55]=[CH:56][CH:57]=1)=[CH:49][CH:48]=[CH:47][C:46]=2[C:70]([F:73])([F:72])[F:71])(=[O:41])[C:35]1[CH:40]=[CH:39][CH:38]=[CH:37][CH:36]=1>C(OCC)(=O)C.CC([O-])=O.CC([O-])=O.[Cu+2].C1(C)C=CC=CC=1>[NH:58]([C:54]1[CH:53]=[C:52]([C:51]2[C:50]3[C:45](=[C:46]([C:70]([F:73])([F:71])[F:72])[CH:47]=[CH:48][CH:49]=3)[N:44]=[CH:43][C:42]=2[C:34]([C:35]2[CH:36]=[CH:37][CH:38]=[CH:39][CH:40]=2)=[O:41])[CH:57]=[CH:56][CH:55]=1)[C:1]1[CH:6]=[CH:5][CH:4]=[CH:3][CH:2]=1 |f:5.6.7|. Procedure details: Phenylboronic acid (0.12 g, 1.0 mmol), Cu(OAc)2 (0.036 g, 0.2 mmol), and myristic acid (0.046 g, 0.2 mmol) were combined in a 100-mL round-bottom flask with a large stir bar. A rubber septum was attached, and dry toluene (2 mL), 2,6-lutidine (0.116 mL, 1.0 mmol), and {4-[({3-[3-benzoyl-8-(trifluoromethyl)quinolin-4-yl]phenyl}amino)methyl]phenyl}acetate (0.045 g, 0.09 mmol) were successively added. The resulting mixture was stirred at a high rate for 24 h, diluted with ethyl acetate (10 mL), filt... Reactants: O=C([O-])[O-], Oc1c(Cl)cc(OCc2ccccc2)cc1Cl, Cl, [K+], [K+], CN(C)C=O, OCCCl. The product is OCCOc1c(Cl)cc(OCc2ccccc2)cc1Cl. RXN SMILES: [C:18](=[O:19])([O-:20])[O-:21].[Cl:1][c:2]1[c:3]([OH:17])[c:4]([Cl:16])[cH:5][c:6]([O:8][CH2:9][c:10]2[cH:11][cH:12][cH:13][cH:14][cH:15]2)[cH:7]1.[ClH:33].[K+:22].[K+:23].[O:28]=[CH:29][N:30]([CH3:31])[CH3:32].[OH:24][CH2:25][CH2:26][Cl:27]>>[Cl:1][c:2]1[c:3]([O:17][CH2:26][CH2:25][OH:24])[c:4]([Cl:16])[cH:5][c:6]([O:8][CH2:9][c:10]2[cH:11][cH:12][cH:13][cH:14][cH:15]2)[cH:7]1. Reactants: C(C)OC1=C(C(=O)OCC)C=CC(=C1)CC(=O)NC(C1=C(C=CC=C1)N1CCCCC1)CO (Ethyl 2-ethoxy-4-[N-(α-hydroxymethyl-2-piperidino-benzyl)-aminocarbonylmethyl]-benzoate), [H-].[Na+] (sodium hydride), C(C)O (ethanol), C(C)I (ethyl iodide). Run in O1CCCC1 (tetrahydrofuran). Conditions: time 1 hour. Yields the product C(C)OC1=C(C(=O)OCC)C=CC(=C1)CC(=O)NC(C1=C(C=CC=C1)N1CCCCC1)COCC (Ethyl 2-ethoxy-4-[N-(α-ethoxymethyl-2-piperidino-benzyl)-aminocarbonylmethyl]-benzoate). Reaction SMILES: [CH2:1]([O:3][C:4]1[CH:14]=[C:13]([CH2:15][C:16]([NH:18][CH:19]([CH2:32][OH:33])[C:20]2[CH:25]=[CH:24][CH:23]=[CH:22][C:21]=2[N:26]2[CH2:31][CH2:30][CH2:29][CH2:28][CH2:27]2)=[O:17])[CH:12]=[CH:11][C:5]=1[C:6]([O:8][CH2:9][CH3:10])=[O:7])[CH3:2].[H-].[Na+].[CH2:36](I)[CH3:37].C(O)C>O1CCCC1>[CH2:1]([O:3][C:4]1[CH:14]=[C:13]([CH2:15][C:16]([NH:18][CH:19]([CH2:32][O:33][CH2:36][CH3:37])[C:20]2[CH:25]=[CH:24][CH:23]=[CH:22][C:21]=2[N:26]2[CH2:27][CH2:28][CH2:29][CH2:30][CH2:31]2)=[O:17])[CH:12]=[CH:11][C:5]=1[C:6]([O:8][CH2:9][CH3:10])=[O:7])[CH3:2] |f:1.2|. Procedure: Ethyl 2-ethoxy-4-[N-(α-hydroxymethyl-2-piperidino-benzyl)-aminocarbonylmethyl]-benzoate (0.64 g, 1.4 mmol) is added with stirring at ambient temperature to sodium hydride (0.061 g, 1.4 mmol) (55% in oil) in absolute tetrahydrofuran (6.4 ml). The mixture is stirred for 1 hour, then ethyl iodide (0.113 ml, 1.4 mmol) is added and the mixture is stirred for a further 16 hours at ambient temperature. Then ethanol (2 ml) is added and the mixture is evaporated down in vacuo. The evaporation residue is ... The product is NC=1SC(=CN1)C(C)(C)O (2-(2-Amino-thiazol-5-yl)-propan-2-ol). Procedure: Add n-Butyl lithium (1.6 M solution in hexane, 24 mL, 38 mmol, 2.0 eq.) in a dropwise manner at −78° C. under nitrogen to the solution of 2-amino thiazole (1.90 g, 18.97 mmol, 1.0 eq.) in anhydrous THF (80 mL). Add chlorotrimethyl silane (4.8 mL, 38 mmol, 2.0 eq.) to the mixture slowly at −78° C. Let the reaction mixture warm up to 0° C. slowly and stir the mixture at 0° C. for 10 minutes. Cool the solution to −78° C. and add n-Butyl lithium (1.6 M solution in hexane, 12 mL, 19 mmol, 1.0 eq.) in... Starting materials: C(CCC)[Li] (n-Butyl lithium), CC(=O)C (acetone), C(CCC)[Li] (n-Butyl lithium), NC=1SC=CN1 (2-amino thiazole), Cl[Si](C)(C)C (chlorotrimethyl silane). Run in C1CCOC1 (THF). Reaction SMILES: C([Li])CCC.[NH2:6][C:7]1[S:8][CH:9]=[CH:10][N:11]=1.Cl[Si](C)(C)C.[CH3:17][C:18]([CH3:20])=[O:19]>C1COCC1>[NH2:6][C:7]1[S:8][C:9]([C:18]([OH:19])([CH3:20])[CH3:17])=[CH:10][N:11]=1. Reaction conditions: temperature 0 celsius, time 10 minute. Yield: 46.0%.